The task is: describe an organic reaction: reactants, conditions, products, and yield. This data is from the Open Reaction Database (ORD), a public repository of structured organic reaction records. The reactants are N(=O)[O-].[Na+] (sodium nitrite), C(C)N1C=C(C(C2=CC(=C(C=C12)N1CCNCC1)F)=O)C(=O)O (1-ethyl-6-fluoro-7-(1-piperazinyl)-4-oxo-1,4-dihydroquinoline-3-carboxylic acid), O (water). Solvent: C(C)(=O)O (acetic acid). Product: C(C)N1C=C(C(C2=CC(=C(C=C12)N1CCN(CC1)N=O)F)=O)C(=O)O (1-ethyl-6-fluoro-7-(4-nitroso-1-piperazinyl)-4-oxo-1,4-dihydroquinoline-3-carboxylic acid). Isolated yield 100.5%. Reaction SMILES: [CH2:1]([N:3]1[C:12]2[C:7](=[CH:8][C:9]([F:19])=[C:10]([N:13]3[CH2:18][CH2:17][NH:16][CH2:15][CH2:14]3)[CH:11]=2)[C:6](=[O:20])[C:5]([C:21]([OH:23])=[O:22])=[CH:4]1)[CH3:2].[N:24]([O-])=[O:25].[Na+].O>C(O)(=O)C>[CH2:1]([N:3]1[C:12]2[C:7](=[CH:8][C:9]([F:19])=[C:10]([N:13]3[CH2:18][CH2:17][N:16]([N:24]=[O:25])[CH2:15][CH2:14]3)[CH:11]=2)[C:6](=[O:20])[C:5]([C:21]([OH:23])=[O:22])=[CH:4]1)[CH3:2] |f:1.2|. Procedure: 3.2 g (10 millimole) of 1-ethyl-6-fluoro-7-(1-piperazinyl)-4-oxo-1,4-dihydroquinoline-3-carboxylic acid was dissolved in 30 ml of acetic acid, and 1.4 g (20 millimole) of sodium nitrite was added slowly thereto at room temperature under stirring. After stirring for 30 minutes at room temperature, 50 ml of water was added. The precipitated crystals were collected by filtration, washed successively with water, ethanol and dichloromethane and dried. 3.5 g (quantitative) of 1-ethyl-6-fluoro-7-(4-nit... The reactants are C(C)(=O)Cl (Acetyl chloride), N1C(=NC2=C1C=CC=C2)CNC2=CC=C(C=C2)S(=O)(=O)NC2=NC(=CC(=N2)C)C (4-[(1H-benzimidazol-2-ylmethyl)-amino]-N-(4,6-dimethylpyrimidin-2-yl)-benzenesulfonamide). The solvent is ClCCl (dichloromethane), N1=CC=CC=C1 (pyridine), ClCCl (dichloromethane). Product: N1C(=NC2=C1C=CC=C2)CN(C(C)=O)C2=CC=C(C=C2)S(NC2=NC(=CC(=N2)C)C)(=O)=O (N-(1H-Benzimidazol-2-ylmethyl)-N-[4-(4,6-dimethylpyrimidin-2-ylsulfamoyl)-phenyl]-acetamide). Yield: 30.0%. Reaction SMILES: [NH:1]1[C:5]2[CH:6]=[CH:7][CH:8]=[CH:9][C:4]=2[N:3]=[C:2]1[CH2:10][NH:11][C:12]1[CH:17]=[CH:16][C:15]([S:18]([NH:21][C:22]2[N:27]=[C:26]([CH3:28])[CH:25]=[C:24]([CH3:29])[N:23]=2)(=[O:20])=[O:19])=[CH:14][CH:13]=1.[C:30](Cl)(=[O:32])[CH3:31]>N1C=CC=CC=1.ClCCl>[NH:1]1[C:5]2[CH:6]=[CH:7][CH:8]=[CH:9][C:4]=2[N:3]=[C:2]1[CH2:10][N:11]([C:12]1[CH:17]=[CH:16][C:15]([S:18](=[O:20])(=[O:19])[NH:21][C:22]2[N:23]=[C:24]([CH3:29])[CH:25]=[C:26]([CH3:28])[N:27]=2)=[CH:14][CH:13]=1)[C:30](=[O:32])[CH3:31]. Procedure: 18 mg (0.044 mmol) 4-[(1H-benzimidazol-2-ylmethyl)-amino]-N-(4,6-dimethylpyrimidin-2-yl)-benzenesulfonamide was dissolved in 2 ml of 15% pyridine in dichloromethane. Acetyl chloride (31 μl, 0.44 mmol) was diluted with 1 ml dichloromethane and solution was added to the reaction mixture. After three hours reaction mixture was washed with acidic water and organic layer was evaporated to dryness. Crystals were purified on silica using gradient elution (chloroform to 5% methanol in chloroform) to obt... Starting materials: C=C(Br)C(=O)Cl, ClCCl, CCN(CC)c1ccccc1, Cl, Nc1ccccc1. Product: C=C(Br)C(=O)Nc1ccccc1. Reaction SMILES: [Br:1][C:2]([C:3](=[O:4])[Cl:5])=[CH2:6].[CH2:26]([Cl:27])[Cl:28].[CH2:7]([N:9]([CH2:8][CH3:16])[c:10]1[cH:11][cH:12][cH:13][cH:14][cH:15]1)[CH3:17].[ClH:25].[NH2:18][c:19]1[cH:20][cH:21][cH:22][cH:23][cH:24]1>>[Br:1][C:2]([C:3](=[O:4])[NH:9][c:10]1[cH:11][cH:12][cH:13][cH:14][cH:15]1)=[CH2:6]. The reactants are C(=O)(OCC1=CC=CC=C1)N[C@@H](C(C)C)C(=O)NC(CC1=CC=CC=C1)C(C(CC1=CC=CC=C1)F)O (2-(N-Cbz-valinyl)amino-1,5-diphenyl-4-fluoro-3-hydroxypentane), C(C(=O)Cl)(=O)Cl.CS(=O)C (oxalyl chloride dimethyl sulfoxide). Yields the product C(=O)(OCC1=CC=CC=C1)N[C@@H](C(C)C)C(=O)NC(CC1=CC=CC=C1)C(C(CC1=CC=CC=C1)F)=O (2-(N-Cbz-valinyl)amino-1,5-diphenyl-4-fluoro-3-pentanone). Reaction SMILES: [C:1]([NH:11][C@H:12]([C:16]([NH:18][CH:19]([CH:27]([OH:37])[CH:28]([F:36])[CH2:29][C:30]1[CH:35]=[CH:34][CH:33]=[CH:32][CH:31]=1)[CH2:20][C:21]1[CH:26]=[CH:25][CH:24]=[CH:23][CH:22]=1)=[O:17])[CH:13]([CH3:15])[CH3:14])([O:3][CH2:4][C:5]1[CH:10]=[CH:9][CH:8]=[CH:7][CH:6]=1)=[O:2].C(Cl)(=O)C(Cl)=O.CS(C)=O>>[C:1]([NH:11][C@H:12]([C:16]([NH:18][CH:19]([C:27](=[O:37])[CH:28]([F:36])[CH2:29][C:30]1[CH:31]=[CH:32][CH:33]=[CH:34][CH:35]=1)[CH2:20][C:21]1[CH:22]=[CH:23][CH:24]=[CH:25][CH:26]=1)=[O:17])[CH:13]([CH3:14])[CH3:15])([O:3][CH2:4][C:5]1[CH:6]=[CH:7][CH:8]=[CH:9][CH:10]=1)=[O:2] |f:1.2|. Reported procedure: According to the procedure of Thaisrivongs et. al. (J. Med. Chem. 1986, 29, 2080), the resultant compound of Example 128 was oxidized with oxalyl chloride/dimethyl sulfoxide to provide the desired compound.